This data is from the Open Reaction Database (ORD), a public repository of structured organic reaction records. The task is: describe an organic reaction: reactants, conditions, products, and yield The solvent is O1CCCC1 (tetrahydrofuran), O1CCCC1 (tetrahydrofuran). Yields the product CC=1C=C2C(OC(=O)C2=CC1C)O (5,6-dimethyl-3-hydroxyphthalide). Reported procedure: To a solution of 4,5-dimethylphthalic anhydride (1.5 g, 8.5 mmol) in anhydrous tetrahydrofuran (25 ml) was added a 1.0 mol/L solution of tri-tert-butoxy aluminohydride in anhydrous tetrahydrofuran (8.5 ml) under ice cooling and argon atmosphere, and stirred for 1 hr under ice cooling. To the reaction solution was added ice-cold water, and the insoluble materials was filtered off. The filtrate was concentrated under reduced pressure to give crude 5,6-dimethyl-3-hydroxyphthalide. To this was added... Run at time 1 hour. The reactants are CC=1C=C2C(C(=O)OC2=O)=CC1C (4,5-dimethylphthalic anhydride), solution, C(C)(C)(C)O[AlH-](OC(C)(C)C)OC(C)(C)C (tri-tert-butoxy aluminohydride). Reaction SMILES: [CH3:1][C:2]1[CH:3]=[C:4]2[C:9](=[O:10])[O:8][C:6](=[O:7])[C:5]2=[CH:11][C:12]=1[CH3:13].C(O[AlH-](OC(C)(C)C)OC(C)(C)C)(C)(C)C>O1CCCC1>[CH3:1][C:2]1[CH:3]=[C:4]2[C:5](=[CH:11][C:12]=1[CH3:13])[C:6](=[O:7])[O:8][CH:9]2[OH:10].